This data is from the Open Reaction Database (ORD), a public repository of structured organic reaction records. The task is: describe an organic reaction: reactants, conditions, products, and yield Reactants: CC(=O)O, CCOC(=O)CC(C)(C)CC(=O)C(C#N)c1cccc(Cl)c1, O, O=S(=O)(O)O. The product is CC1(C)CC(=O)C(c2cccc(Cl)c2)C(=O)C1. Reaction SMILES: [CH3:23][C:24](=[O:25])[OH:26].[Cl:1][c:2]1[cH:3][c:4]([CH:8]([C:9]([CH2:10][C:11]([CH2:12][C:13]([O:15][CH2:17][CH3:21])=[O:22])([CH3:18])[CH3:19])=[O:20])[C:14]#[N:16])[cH:5][cH:6][cH:7]1.[OH2:32].[S:27](=[O:28])(=[O:29])([OH:30])[OH:31]>>[Cl:1][c:2]1[cH:3][c:4]([CH:8]2[C:9](=[O:20])[CH2:10][C:11]([CH3:18])([CH3:19])[CH2:12][C:13]2=[O:15])[cH:5][cH:6][cH:7]1. The reactants are [BH4-], CC(C)Oc1cc(C(F)(F)F)c2c3c(ccc2n1)NC(C(C)C)CO3, [Na+], O=C(O)CCl. Yields the product CC(C)Oc1cc(C(F)(F)F)c2c3c(ccc2n1)N(CCCl)C(C(C)C)CO3. RXN SMILES: [BH4-:26].[CH:1]([CH3:2])([CH3:3])[O:4][c:5]1[n:6][c:7]2[cH:8][cH:9][c:10]3[c:11]([c:12]2[c:13]([C:15]([F:16])([F:17])[F:18])[cH:14]1)[O:19][CH2:20][CH:21]([CH:23]([CH3:24])[CH3:25])[NH:22]3.[Na+:27].[OH:28][C:29](=[O:30])[CH2:31][Cl:32]>>[CH:1]([CH3:2])([CH3:3])[O:4][c:5]1[n:6][c:7]2[cH:8][cH:9][c:10]3[c:11]([c:12]2[c:13]([C:15]([F:16])([F:17])[F:18])[cH:14]1)[O:19][CH2:20][CH:21]([CH:23]([CH3:24])[CH3:25])[N:22]3[CH2:29][CH2:31][Cl:32].